This data is from the Open Reaction Database (ORD), a public repository of structured organic reaction records. The task is: describe an organic reaction: reactants, conditions, products, and yield Reactants: ClC1=NC=C(C=C1)[N+](=O)[O-] (2-chloro-5-nitropyridine), C(#N)C(C)(C)C=1C=C(C(=O)NC2=C(C=CC(=C2)O)C)C=CC1 (3-(1-cyano-1-methylethyl)-N-(5-hydroxy-2-methylphenyl)benzamide), C([O-])([O-])=O.[K+].[K+] (potassium carbonate). The solvent is CN(C=O)C (N,N-dimethylformamide). Run at temperature 80 celsius, time 18 hour. Yields the product C(#N)C(C)(C)C=1C=C(C(=O)NC2=C(C=CC(=C2)OC2=NC=C(C=C2)[N+](=O)[O-])C)C=CC1 (3-(1-cyano-1-methylethyl)-N-{2-methyl-5-[(5-nitropyridin-2-yl)oxy]phenyl}benzamide). The yield is 75.7%. As a reaction SMILES: Cl[C:2]1[CH:7]=[CH:6][C:5]([N+:8]([O-:10])=[O:9])=[CH:4][N:3]=1.[C:11]([C:13]([C:16]1[CH:17]=[C:18]([CH:30]=[CH:31][CH:32]=1)[C:19]([NH:21][C:22]1[CH:27]=[C:26]([OH:28])[CH:25]=[CH:24][C:23]=1[CH3:29])=[O:20])([CH3:15])[CH3:14])#[N:12].C(=O)([O-])[O-].[K+].[K+]>CN(C)C=O>[C:11]([C:13]([C:16]1[CH:17]=[C:18]([CH:30]=[CH:31][CH:32]=1)[C:19]([NH:21][C:22]1[CH:27]=[C:26]([O:28][C:2]2[CH:7]=[CH:6][C:5]([N+:8]([O-:10])=[O:9])=[CH:4][N:3]=2)[CH:25]=[CH:24][C:23]=1[CH3:29])=[O:20])([CH3:15])[CH3:14])#[N:12] |f:2.3.4|. Procedure details: To a solution of 2-chloro-5-nitropyridine (1.41 g, 8.92 mmol) and 3-(1-cyano-1-methylethyl)-N-(5-hydroxy-2-methylphenyl)benzamide (2.5 g, 8.5 mmol) in N,N-dimethylformamide (20 mL) was added potassium carbonate (1.85 g, 13.3 mmol), and the mixture was stirred at 80° C. for 18 hr. The reaction mixture was cooled to room temperature, the insoluble material was filtered off, and the filtrate was concentrated under reduced pressure. The obtained residue was diluted with ethyl acetate (200 mL), and w... Reactants: BrC1=CC(=C(C(=O)O)C=C1)F (4-bromo-2-fluorobenzoic acid). Solvent: O1CCOCC1 (dioxane), OS(=O)(=O)O (H2SO4). Reaction conditions: time 1 hour. Product: BrC1=CC(=C(C(=O)OC(C)(C)C)C=C1)F (tert-butyl 4-bromo-2-fluorobenzoate). As a reaction SMILES: [Br:1][C:2]1[CH:10]=[CH:9][C:5]([C:6]([OH:8])=[O:7])=[C:4]([F:11])[CH:3]=1>O1CCOCC1.OS(O)(=O)=O>[Br:1][C:2]1[CH:10]=[CH:9][C:5]([C:6]([O:8][C:5]([CH3:9])([CH3:6])[CH3:4])=[O:7])=[C:4]([F:11])[CH:3]=1. Procedure details: A slurry of 4-bromo-2-fluorobenzoic acid (20.16 g, 92 mmol) in dioxane (90 mL) and conc. H2SO4 (5 mL) was cooled to 0° C., and then bubbled through with isobutene for 2 h. The reaction was allowed to gradually warm up to room temperature overnight. Solid NaHCO3 (40 g) was carefully added to the reaction and the mixture was stirred for 1 h. The mixture was concentrated, and then redissolved in water and ethyl acetate. The layers were separated. The aqueous phase was washed with ethyl acetate. The... Reactants: resultant mixture, O (water), ClC1=C(C=C(C(=C1)F)[N+](=O)[O-])O (2-chloro-4-fluoro-5-nitrophenol), C([O-])([O-])=O.[K+].[K+] (potassium carbonate), C(C#C)Br (propargyl bromide). Run in C(C)#N (acetonitrile). The product is ClC1=CC(=C(C=C1OCC#C)[N+](=O)[O-])F (4-chloro-2-fluoro-5-(2-propynyloxy)nitrobenzene). The yield is 59.0%. Reaction SMILES: [Cl:1][C:2]1[CH:7]=[C:6]([F:8])[C:5]([N+:9]([O-:11])=[O:10])=[CH:4][C:3]=1[OH:12].C(=O)([O-])[O-].[K+].[K+].[CH2:19](Br)[C:20]#[CH:21].O>C(#N)C>[Cl:1][C:2]1[C:3]([O:12][CH2:21][C:20]#[CH:19])=[CH:4][C:5]([N+:9]([O-:11])=[O:10])=[C:6]([F:8])[CH:7]=1 |f:1.2.3|. Procedure details: To a solution of 2-chloro-4-fluoro-5-nitrophenol (19.1 g) in acetonitrile (100 ml), there was added anhydrous potassium carbonate (8 g). After stirring at room temperature for several minutes, propargyl bromide (14 g) was added thereto, and the resultant mixture was heated under reflux for 3 hours. After being allowed to cool to room temperature, water was added thereto, and the reaction mixture was extracted with ether. The ether extract was washed with a 5% aqueous sodium hydroxide solution an... Starting materials: ClCCl, [Na+], [OH-], CC(C)(C)OC(=O)NCCC(O)C(=O)Nc1cnn(CCOC(c2ccccc2)(c2ccccc2)c2ccccc2)c1NC(c1ccccc1)(c1ccccc1)c1ccccc1. Yields the product CC(C)(C)OC(=O)NCCC(=O)C(=O)Nc1cnn(CCOC(c2ccccc2)(c2ccccc2)c2ccccc2)c1NC(c1ccccc1)(c1ccccc1)c1ccccc1. Reaction SMILES: [CH2:65]([Cl:66])[Cl:67].[Na+:64].[OH-:63].[OH:1][CH:2]([CH2:3][CH2:4][NH:5][C:6]([O:7][C:8]([CH3:9])([CH3:10])[CH3:11])=[O:12])[C:13]([NH:14][c:15]1[cH:16][n:17][n:18]([CH2:40][CH2:41][O:42][C:43]([c:44]2[cH:45][cH:46][cH:47][cH:48][cH:49]2)([c:50]2[cH:51][cH:52][cH:53][cH:54][cH:55]2)[c:56]2[cH:57][cH:58][cH:59][cH:60][cH:61]2)[c:19]1[NH:20][C:21]([c:22]1[cH:23][cH:24][cH:25][cH:26][cH:27]1)([c:28]1[cH:29][cH:30][cH:31][cH:32][cH:33]1)[c:34]1[cH:35][cH:36][cH:37][cH:38][cH:39]1)=[O:62]>>[O:1]=[C:2]([CH2:3][CH2:4][NH:5][C:6]([O:7][C:8]([CH3:9])([CH3:10])[CH3:11])=[O:12])[C:13]([NH:14][c:15]1[cH:16][n:17][n:18]([CH2:40][CH2:41][O:42][C:43]([c:44]2[cH:45][cH:46][cH:47][cH:48][cH:49]2)([c:50]2[cH:51][cH:52][cH:53][cH:54][cH:55]2)[c:56]2[cH:57][cH:58][cH:59][cH:60][cH:61]2)[c:19]1[NH:20][C:21]([c:22]1[cH:23][cH:24][cH:25][cH:26][cH:27]1)([c:28]1[cH:29][cH:30][cH:31][cH:32][cH:33]1)[c:34]1[cH:35][cH:36][cH:37][cH:38][cH:39]1)=[O:62]. The product is Br.C(CC)N(CCC)CC1N(CCCC1)CCNC(=O)N1C2=C(NC(C3=C1C=CC=C3)=O)C=CC=N2 (5,11-Dihydro-11-[[[2-[2-[(dipropylamino)methyl]-piperidin-l-yl]ethy]amino]carbonyl]-6H-pyrido[2,3-b][1,4]benzodiazepin-6-one hydrobromide). The reactants are C(CC)N(CCC)CC1N(CCCC1)CCNC(=O)N1C2=C(NC(C3=C1C=CC=C3)=O)C=CC=N2 (5,11-dihydro-11-[[[2-[2-[(dipropylamino)methyl]-piperidin-l-yl]ethyl]amino]carbonyl]-6H-pyrido[2,3-b][1,4]benzodiazepin-6-one), Br (hydrobromic acid). Reaction conditions: time 3 hour. Procedure details: A solution of 0.957 g (0.002 mol) of 5,11-dihydro-11-[[[2-[2-[(dipropylamino)methyl]-piperidin-l-yl]ethyl]amino]carbonyl]-6H-pyrido[2,3-b][1,4]benzodiazepin-6-one in 20 ml of ethanol was combined with 0.135 ml of a 45% aqueous hydrobromic acid solution (0.002 mol). The colourless salt mentioned above slowly crystallised out of the mixture and after being left to stand for 3 hours it was suction filtered, washed thoroughly three times with 3 ml of anhydrous ethanol and finally dried at 50° C. in ... RXN SMILES: [CH2:1]([N:4]([CH2:8][CH:9]1[CH2:14][CH2:13][CH2:12][CH2:11][N:10]1[CH2:15][CH2:16][NH:17][C:18]([N:20]1[C:26]2[CH:27]=[CH:28][CH:29]=[CH:30][C:25]=2[C:24](=[O:31])[NH:23][C:22]2[CH:32]=[CH:33][CH:34]=[N:35][C:21]1=2)=[O:19])[CH2:5][CH2:6][CH3:7])[CH2:2][CH3:3].[BrH:36]>C(O)C>[BrH:36].[CH2:1]([N:4]([CH2:8][CH:9]1[CH2:14][CH2:13][CH2:12][CH2:11][N:10]1[CH2:15][CH2:16][NH:17][C:18]([N:20]1[C:26]2[CH:27]=[CH:28][CH:29]=[CH:30][C:25]=2[C:24](=[O:31])[NH:23][C:22]2[CH:32]=[CH:33][CH:34]=[N:35][C:21]1=2)=[O:19])[CH2:5][CH2:6][CH3:7])[CH2:2][CH3:3] |f:3.4|. The solvent is C(C)O (ethanol).